Dataset: the Open Reaction Database (ORD), a public repository of structured organic reaction records. Task: describe an organic reaction: reactants, conditions, products, and yield Reactants: O=C(O)COc1ccccc1, CC(=O)c1ccc(N)cc1. The reagents and catalysts are CCN=C=NCCCN(C)C.Cl (EDC-HCl), CN1CCOCC1 (NMM), Oc1cc(Cl)c(Cl)cc1Cl (2,4,5-Trichlorophenol). The solvent is CN(C)C=O (DMF), CN(C)C=O (DMF), CN(C)C=O (DMF), CN(C)C=O (DMF), CN(C)C=O (DMF), CN(C)C=O (DMF). Reaction conditions: temperature 25 celsius, time 2 hour. The product is CC(=O)c1ccc(NC(=O)COc2ccccc2)cc1. The yield is 1.1%. As a reaction SMILES: CC(=O)c1ccc(N)cc1.O=C(O)COc1ccccc1.CCN=C=NCCCN(C)C.Cl.C1=C(C(=CC(=C1Cl)Cl)Cl)[O-].[Na+].CN1CCOCC1.CN(C)C=O>>CC(=O)c1ccc(NC(=O)COc2ccccc2)cc1. Starting materials: C(=O)(O)[O-].[Na+] (NaHCO3), Cl.C(C1=CC=CC=C1)OC1=CC=C(C=C1)C[C@@H](C(=O)NC(C)(C)C)NCCC(C)C ((S)-3-(4-Benzyloxy-phenyl)-N-tert-butyl-2-(3-methyl-butylamino)-propionamide monohydrochloride), C1(CCCCC1)C=O (cyclohexanecaboxaldehyde), C(C)(=O)O[BH-](OC(C)=O)OC(C)=O.[Na+] (sodium triacetoxyborohydride). Solvent: C(Cl)Cl (CH2Cl2). Reaction conditions: time 30 minute. Product: Cl.C(C1=CC=CC=C1)OC1=CC=C(C=C1)C[C@@H](C(=O)NC(C)(C)C)N(CCC(C)C)CC1CCCCC1 ((S)-3-(4-Benzyloxy-phenyl)-N-tert-butyl-2-[cyclohexyl-methyl-(3-methyl-butyl)-amino]-propionamide monohydrochloride). Isolated yield 57.5%. As a reaction SMILES: [ClH:1].[CH2:2]([O:9][C:10]1[CH:15]=[CH:14][C:13]([CH2:16][C@H:17]([NH:25][CH2:26][CH2:27][CH:28]([CH3:30])[CH3:29])[C:18]([NH:20][C:21]([CH3:24])([CH3:23])[CH3:22])=[O:19])=[CH:12][CH:11]=1)[C:3]1[CH:8]=[CH:7][CH:6]=[CH:5][CH:4]=1.[CH:31]1([CH:37]=O)[CH2:36][CH2:35][CH2:34][CH2:33][CH2:32]1.C(O[BH-](OC(=O)C)OC(=O)C)(=O)C.[Na+].C([O-])(O)=O.[Na+]>C(Cl)Cl>[ClH:1].[CH2:2]([O:9][C:10]1[CH:15]=[CH:14][C:13]([CH2:16][C@H:17]([N:25]([CH2:37][CH:31]2[CH2:36][CH2:35][CH2:34][CH2:33][CH2:32]2)[CH2:26][CH2:27][CH:28]([CH3:30])[CH3:29])[C:18]([NH:20][C:21]([CH3:23])([CH3:24])[CH3:22])=[O:19])=[CH:12][CH:11]=1)[C:3]1[CH:4]=[CH:5][CH:6]=[CH:7][CH:8]=1 |f:0.1,3.4,5.6,8.9|. Reported procedure: (S)-3-(4-Benzyloxy-phenyl)-N-tert-butyl-2-(3-methyl-butylamino)-propionamide mono-hydrochloride (1.0 g, 2.3 mmol, Example 2) and cyclohexanecaboxaldehyde (0.28 g, 2.3 mmol, Aldrich, Milwaukee, Wis.) were mixed in CH2Cl2 (25 mL). After stirring at ambient temperature under a nitrogen atmosphere for 30 minutes, the solution was cooled to 0° C. in an ice-water bath. To this solution was added sodium triacetoxyborohydride (0.73 g, 3.4 mmol). The resulting reaction mixture was stirred for 30 minutes ... Reactants: Cl.NNC(=O)N (semicarbazide hydrochloride), C(=O)(O)[O-].[Na+] (NaHCO3), acid chloride, FC(C1(CCC1)C(=O)O)(F)F (1-trifluoromethyl-1-cyclobutylcarboxylic acid), C(C(=O)Cl)(=O)Cl (oxalyl chloride), [OH-].[Na+] (sodium hydroxide), Cl (HCl), resultant mixture. The solvent is O (water), C(Cl)Cl (DCM), CN(C)C=O (DMF), O (water), CCOC(=O)C (EtOAc). Conditions: time 1 hour. Product: FC(C1(CCC1)C=1NC(NN1)=O)(F)F (5-(1-(trifluoromethyl)cyclobutyl)-2,4-dihydro-3H-1,2,4-triazol-3-one). The yield is 56.8%. Reaction SMILES: [F:1][C:2]([F:11])([F:10])[C:3]1([C:7](O)=O)[CH2:6][CH2:5][CH2:4]1.C(Cl)(=O)C(Cl)=O.Cl.[NH2:19][NH:20][C:21]([NH2:23])=[O:22].C([O-])(O)=O.[Na+].[OH-].[Na+].Cl>C(Cl)Cl.O.CCOC(C)=O.CN(C=O)C>[F:1][C:2]([F:11])([F:10])[C:3]1([C:7]2[NH:23][C:21](=[O:22])[NH:20][N:19]=2)[CH2:6][CH2:5][CH2:4]1 |f:2.3,4.5,6.7|. Reported procedure: To a 0° C. solution of 1-trifluoromethyl-1-cyclobutylcarboxylic acid (1.50 g, 8.92 mmol) in DCM (15 mL) was added oxalyl chloride (1.50 g, 11.82 mmol) followed by catalytic amount of DMF. The reaction mixture was stirred at RT for 1 h. The solvent from the reaction mixture was completely evaporated. In a different flask, a suspension of semicarbazide hydrochloride (1.50 g, 13.45 mmol) in water (15 mL) was treated with NaHCO3 (1.50 g, 17.86 mmol) and stirred at RT for 30 minutes till a clear solu...